From a dataset of the Open Reaction Database (ORD), a public repository of structured organic reaction records. describe an organic reaction: reactants, conditions, products, and yield Starting materials: O=C(O)c1ccc(C#CC2CC2)cn1, CC1(c2cc(N)ccc2F)N=C(N)OCC1(F)F. The product is CC1(c2cc(NC(=O)c3ccc(C#CC4CC4)cn3)ccc2F)N=C(N)OCC1(F)F. Reaction SMILES: [CH:19]1([C:22]#[C:23][c:24]2[cH:25][cH:26][c:27]([C:30](=[O:31])[OH:32])[n:28][cH:29]2)[CH2:20][CH2:21]1.[NH2:1][c:2]1[cH:3][cH:4][c:5]([F:18])[c:6]([C:8]2([CH3:17])[N:9]=[C:10]([NH2:16])[O:11][CH2:12][C:13]2([F:14])[F:15])[cH:7]1>>[NH:1]([c:2]1[cH:3][cH:4][c:5]([F:18])[c:6]([C:8]2([CH3:17])[N:9]=[C:10]([NH2:16])[O:11][CH2:12][C:13]2([F:14])[F:15])[cH:7]1)[C:30]([c:27]1[cH:26][cH:25][c:24]([C:23]#[C:22][CH:19]2[CH2:20][CH2:21]2)[cH:29][n:28]1)=[O:31]. Reactants: CC1=CC=C(C=C1)C1=C(C=NO1)C(=O)O (5-(4-methylphenyl)isoxazole-4-carboxylic acid), N1C(CNCC1)=O (piperazinone). Yields the product CC1=CC=C(C=C1)C1=C(C=NO1)C(=O)N1CC(NCC1)=O (4-{[5-(4-Methylphenyl)isoxazol-4-yl]carbonyl}piperazin-2-one), solid. Reaction SMILES: [CH3:1][C:2]1[CH:7]=[CH:6][C:5]([C:8]2[O:12][N:11]=[CH:10][C:9]=2[C:13]([OH:15])=O)=[CH:4][CH:3]=1.[NH:16]1[CH2:21][CH2:20][NH:19][CH2:18][C:17]1=[O:22]>>[CH3:1][C:2]1[CH:3]=[CH:4][C:5]([C:8]2[O:12][N:11]=[CH:10][C:9]=2[C:13]([N:19]2[CH2:20][CH2:21][NH:16][C:17](=[O:22])[CH2:18]2)=[O:15])=[CH:6][CH:7]=1. Reported procedure: The title compound was prepared from 5-(4-methylphenyl)isoxazole-4-carboxylic acid (10.2 mg, 0.050 mmol) and piperazinone (6.0 mg, 0.060 mmol) as described in synthetic method B and thereafter purified by preparative HPLC method B to give a solid (4.6 mg). Calcd for C15H15N3O3: 285.1113, found 285.1113. Reactants: CNS(=O)(=O)N(C(C1=CC=CC=C1)=O)S(=O)(=O)NC (N,N-dimethylaminosulfonylbenzamide), C(=O)(OC(C)(C)C)N1CCC(CC1)C1=NC2=C(C(O1)=O)C=C(C=C2)S(=O)(=O)N(C)C (2-(1-Boc-piperidin-4-yl)-6-(N,N-dimethylaminosulfonyl)-4H-3,1-benzoxazin-4-one), NC1=NC=C(C=C1)Cl (2-amino-5-chloropyridine). Product: C(=O)(OC(C)(C)C)N1CCC(CC1)C(=O)NC1=C(C(=O)NC2=NC=C(C=C2)Cl)C=C(C=C1)S(=O)(=O)N(C)C (2-[(1-Boc-piperidin-4-ylcarbonyl)amino]-N-(5-chloropyridin-2-yl)-5-(N,N-dimethylaminosulfonyl)benzamide). Reaction SMILES: CNS(N(S(NC)(=O)=O)C(=O)C1C=CC=CC=1)(=O)=O.[C:20]([N:27]1[CH2:32][CH2:31][CH:30]([C:33]2[O:38][C:37](=[O:39])[C:36]3[CH:40]=[C:41]([S:44]([N:47]([CH3:49])[CH3:48])(=[O:46])=[O:45])[CH:42]=[CH:43][C:35]=3[N:34]=2)[CH2:29][CH2:28]1)([O:22][C:23]([CH3:26])([CH3:25])[CH3:24])=[O:21].[NH2:50][C:51]1[CH:56]=[CH:55][C:54]([Cl:57])=[CH:53][N:52]=1>>[C:20]([N:27]1[CH2:32][CH2:31][CH:30]([C:33]([NH:34][C:35]2[CH:43]=[CH:42][C:41]([S:44]([N:47]([CH3:48])[CH3:49])(=[O:45])=[O:46])=[CH:40][C:36]=2[C:37]([NH:50][C:51]2[CH:56]=[CH:55][C:54]([Cl:57])=[CH:53][N:52]=2)=[O:39])=[O:38])[CH2:29][CH2:28]1)([O:22][C:23]([CH3:26])([CH3:25])[CH3:24])=[O:21]. Reported procedure: Using methods substantially equivalent to those described in Example 51-D, 2-[(1-Boc-piperidin-4-ylcarbonyl)amino]-N-(5-chloropyridin-2-yl)-5-(N,N-dimethylaminosulfonylbenzamide (0.912 g, 85%) was prepared from 2-(1-Boc-piperidin-4-yl)-6-(N,N-dimethylaminosulfonyl)-4H-3,1-benzoxazin-4-one and 2-amino-5-chloropyridine. The reactants are [O-]C1=CC=CC=C1.[Na+] (sodium phenoxide), C(CC)=NO (propionaldehyde oxime), [O-]C1=CC=CC=C1.[Na+] (sodium phenoxide), BrBr (bromine), BrC(CC)=NO (1-bromo-propionaldehyde oxime), Br (hydrogen bromide). Run in C(Cl)(Cl)(Cl)Cl (carbon tetrachloride), C(Cl)(Cl)(Cl)Cl (carbon tetrachloride). The product is O(C1=CC=CC=C1)C(C=NO)C (α-phenoxy propionaldehyde oxime). RXN SMILES: [CH:1](=[N:4][OH:5])[CH2:2][CH3:3].BrBr.BrC(=NO)CC.[O-:14][C:15]1[CH:20]=[CH:19][CH:18]=[CH:17][CH:16]=1.[Na+].Br>C(Cl)(Cl)(Cl)Cl>[O:14]([CH:2]([CH3:3])[CH:1]=[N:4][OH:5])[C:15]1[CH:20]=[CH:19][CH:18]=[CH:17][CH:16]=1 |f:3.4|. Reported procedure: Using the procedure of Example I, propionaldehyde oxime in carbon tetrachloride is brominated with bromine introduced at -5° to 0° C. To the resulting solution of 1-bromo-propionaldehyde oxime is added dropwise with stirring a suspension of sodium phenoxide in carbon tetrachloride. The reaction is allowed to go to completion and any residual sodium phenoxide is neutralized with hydrogen bromide gas. The precipitated sodium bromide is collected by filtration, and the filtrate concentrated under r...